From a dataset of the Open Reaction Database (ORD), a public repository of structured organic reaction records. describe an organic reaction: reactants, conditions, products, and yield Starting materials: O=C([O-])O, ClCCl, CO, O=C(NC(CC1CCCCC1)C(O)C(O)C1CC1)C(Cc1cn(C(c2ccccc2)(c2ccccc2)c2ccccc2)cn1)NC(c1ccccc1)(c1ccccc1)c1ccccc1, [K+], O=C(O)C(F)(F)F. Product: NC(Cc1cn(C(c2ccccc2)(c2ccccc2)c2ccccc2)cn1)C(=O)NC(CC1CCCCC1)C(O)C(O)C1CC1. Reaction SMILES: [C:74](=[O:75])([OH:76])[O-:77].[CH2:79]([Cl:80])[Cl:81].[CH3:65][OH:66].[CH:1]1([CH2:7][CH:8]([CH:9]([CH:10]([OH:11])[CH:12]2[CH2:13][CH2:14]2)[OH:15])[NH:16][C:17]([CH:18]([CH2:19][c:20]2[n:21][cH:22][n:23]([C:25]([c:26]3[cH:27][cH:28][cH:29][cH:30][cH:31]3)([c:32]3[cH:33][cH:34][cH:35][cH:36][cH:37]3)[c:38]3[cH:39][cH:40][cH:41][cH:42][cH:43]3)[cH:24]2)[NH:44][C:45]([c:46]2[cH:47][cH:48][cH:49][cH:50][cH:51]2)([c:52]2[cH:53][cH:54][cH:55][cH:56][cH:57]2)[c:58]2[cH:59][cH:60][cH:61][cH:62][cH:63]2)=[O:64])[CH2:2][CH2:3][CH2:4][CH2:5][CH2:6]1.[K+:78].[OH:67][C:68]([C:69]([F:70])([F:71])[F:72])=[O:73]>>[CH:1]1([CH2:7][CH:8]([CH:9]([CH:10]([OH:11])[CH:12]2[CH2:13][CH2:14]2)[OH:15])[NH:16][C:17]([CH:18]([CH2:19][c:20]2[n:21][cH:22][n:23]([C:25]([c:26]3[cH:27][cH:28][cH:29][cH:30][cH:31]3)([c:32]3[cH:33][cH:34][cH:35][cH:36][cH:37]3)[c:38]3[cH:39][cH:40][cH:41][cH:42][cH:43]3)[cH:24]2)[NH2:44])=[O:64])[CH2:2][CH2:3][CH2:4][CH2:5][CH2:6]1. The reactants are BrC1=CN(C=2N=CN=C(C21)Cl)C2CN(C2)C(=O)OC(C)(C)C (1,1-dimethylethyl 3-(5-bromo-4-chloro-7H-pyrrolo[2,3-d]pyrimidin-7-yl)-1-azetidinecarboxylate), [OH-].[NH4+] (ammonium hydroxide). Conditions: temperature 100 celsius, time 0.5 hour. The product is NC=1C2=C(N=CN1)N(C=C2Br)C2CN(C2)C(=O)OC(C)(C)C (1,1-dimethylethyl 3-(4-amino-5-bromo-7H-pyrrolo[2,3-d]pyrimidin-7-yl)-1-azetidinecarboxylate). Isolated yield 15.0%. RXN SMILES: [Br:1][C:2]1[C:10]2[C:9](Cl)=[N:8][CH:7]=[N:6][C:5]=2[N:4]([CH:12]2[CH2:15][N:14]([C:16]([O:18][C:19]([CH3:22])([CH3:21])[CH3:20])=[O:17])[CH2:13]2)[CH:3]=1.[OH-].[NH4+:24]>>[NH2:24][C:9]1[C:10]2[C:2]([Br:1])=[CH:3][N:4]([CH:12]3[CH2:15][N:14]([C:16]([O:18][C:19]([CH3:22])([CH3:21])[CH3:20])=[O:17])[CH2:13]3)[C:5]=2[N:6]=[CH:7][N:8]=1 |f:1.2|. Procedure details: To 1,1-dimethylethyl 3-(5-bromo-4-chloro-7H-pyrrolo[2,3-d]pyrimidin-7-yl)-1-azetidinecarboxylate (690 mg, 1.780 mmol) was added ammonium hydroxide (69.3 μl, 1.780 mmol) in a 20 mL microwave vial. The vial was capped heated at 100° C. for a total of 2 hr in the microwave reactor. The reaction was checked every 0.5 hr. Only 15% desired product was observed. The reaction was filtered. The solid was added NH4OH (4 mL) into a 20 ml microwave vial and the vial was heated in an oil bath at 90° C. for 2... Product: ClCCC(=O)C1=CC(=CC(=C1)F)Cl (3-chloro-1-(3-chloro-5-fluorophenyl)propan-1-one). Procedure details: A reaction flask (500 mL) containing zinc chloride (6.98 g, 51.2 mmol) was dried by heating using a heat gun under vacuum. After cooling to room temperature, a solution of 3-chloro-5-fluorophenylmagnesium bromide (0.5 M in dry tetrahydrofuran, 100 mL, 50.0 mmol) was added to the reaction flask via a cannula, and the mixture was stirred until all zinc chloride solid was dissolved and the formation of a sluggish bright yellow solution (˜1 h). A warm bath (40° C) may be applied to complete this pro... Run at time 2 hour. The reagents and catalysts are [Cl-].[Zn+2].[Cl-] (zinc chloride), [Cl-].[Zn+2].[Cl-] (zinc chloride), C=1C=CC(=CC1)[P](C=2C=CC=CC2)(C=3C=CC=CC3)[Pd]([P](C=4C=CC=CC4)(C=5C=CC=CC5)C=6C=CC=CC6)([P](C=7C=CC=CC7)(C=8C=CC=CC8)C=9C=CC=CC9)[P](C=1C=CC=CC1)(C=1C=CC=CC1)C=1C=CC=CC1 (tetrakis(triphenylphosphine)palladium). The yield is 50.1%. The reactants are ClC=1C=C(C=C(C1)F)[Mg]Br (3-chloro-5-fluorophenylmagnesium bromide), ClCCC(=O)Cl (3-chloropropionyl chloride), Cl (hydrochloric acid). Reaction SMILES: [Cl:1][C:2]1[CH:3]=[C:4]([Mg]Br)[CH:5]=[C:6]([F:8])[CH:7]=1.[Cl:11][CH2:12][CH2:13][C:14](Cl)=[O:15].Cl>[Cl-].[Zn+2].[Cl-].C1C=CC([P]([Pd]([P](C2C=CC=CC=2)(C2C=CC=CC=2)C2C=CC=CC=2)([P](C2C=CC=CC=2)(C2C=CC=CC=2)C2C=CC=CC=2)[P](C2C=CC=CC=2)(C2C=CC=CC=2)C2C=CC=CC=2)(C2C=CC=CC=2)C2C=CC=CC=2)=CC=1.O1CCCC1>[Cl:11][CH2:12][CH2:13][C:14]([C:4]1[CH:5]=[C:6]([F:8])[CH:7]=[C:2]([Cl:1])[CH:3]=1)=[O:15] |f:3.4.5,^1:24,26,45,64|. The solvent is O1CCCC1 (tetrahydrofuran). The yield is 47.2%. Procedure: Using a method similar to Example 1, 25.4 mol of butyrolactone were reacted with 35 mol of 1,3-DAP (molar ratio=1.38). After a reaction time of 32 hours, the temperature of the liquid in the flask was 220° C. and 73% of the theoretically possible amount of water had been distilled off. Distillation gave 12 mol of DBN having a purity of more than 99.1%. The total yield of DBN, including the amount still present in the distillation residues, was 83.3%. As a reaction SMILES: [C:1]1(=O)O[CH2:4][CH2:3][CH2:2]1.[CH2:7]([CH2:10][NH3+:11])[CH2:8][NH3+:9]>>[CH2:3]1[CH2:4][N:11]2[C:1](=[N:9][CH2:8][CH2:7][CH2:10]2)[CH2:2]1. The product is C1CC2=NCCCN2C1 (DBN). Reactants: C1(CCCO1)=O (butyrolactone), C(C[NH3+])C[NH3+] (1,3-DAP). Reactants: COC1=CC=C(CN2C(C3=CC=CC=C3C(C2=O)(C)C)=O)C=C1 (2-(4-methoxybenzyl)-4,4-dimethyl-4H-isoquinoline-1,3-dione), [N+](=O)([O-])[O-].[Ce+3].[NH4+].[NH4+].[N+](=O)([O-])[O-].[N+](=O)([O-])[O-].[N+](=O)([O-])[O-].[N+](=O)([O-])[O-] (Diammonium cerium nitrate). The solvent is C(C)#N.O (acetonitrile water). Conditions: time 3 hour. The product is CC1(C(NC(C2=CC=CC=C12)=O)=O)C (4,4-dimethyl-4H-isoquinoline-1,3-dione). The yield is 297.0%. As a reaction SMILES: COC1C=CC(C[N:8]2[C:17](=[O:18])[C:16]([CH3:20])([CH3:19])[C:15]3[C:10](=[CH:11][CH:12]=[CH:13][CH:14]=3)[C:9]2=[O:21])=CC=1.[N+]([O-])([O-])=O.[Ce+3].[NH4+].[NH4+].[N+]([O-])([O-])=O.[N+]([O-])([O-])=O.[N+]([O-])([O-])=O.[N+]([O-])([O-])=O>C(#N)C.O>[CH3:19][C:16]1([CH3:20])[C:15]2[C:10](=[CH:11][CH:12]=[CH:13][CH:14]=2)[C:9](=[O:21])[NH:8][C:17]1=[O:18] |f:1.2.3.4.5.6.7.8,9.10|. Procedure details: The compound (6.0 g) obtained in step (b) just above was dissolved in a mixed solvent (acetonitrile:water 4:1) (40 ml). Diammonium cerium nitrate (26.6 g) was added to the solution. The mixture was stirred at room temperature for 3 hr. The reaction solution was extracted with ethyl acetate. The organic layer was then dried over anhydrous magnesium sulfate. The solvent was then removed by distillation under the reduced pressure. The residue was purified by column chromatography on silica gel (hex... Starting materials: NN1C(C=2C(C1=O)=CC=CC2)=O (N-amino-phthalimide), CC(=O)CCC(=O)C (2,5-hexadione). Run in C(C)(=O)O (acetic acid), C(Cl)Cl (methylene chloride). The product is CC=1N(C(=CC1)C)N1C(C=2C(C1=O)=CC=CC2)=O (N-(2,5-dimethylpyrrol-1-yl)-phthalimide). Yield: 98.0%. RXN SMILES: [NH2:1][N:2]1[C:6](=[O:7])[C:5]2=[CH:8][CH:9]=[CH:10][CH:11]=[C:4]2[C:3]1=[O:12].[CH3:13][C:14]([CH2:16][CH2:17][C:18]([CH3:20])=O)=O>C(O)(=O)C.C(Cl)Cl>[CH3:20][C:18]1[N:1]([N:2]2[C:3](=[O:12])[C:4]3=[CH:11][CH:10]=[CH:9][CH:8]=[C:5]3[C:6]2=[O:7])[C:14]([CH3:13])=[CH:16][CH:17]=1. Procedure details: A mixture of N-amino-phthalimide (50 g) and 2,5-hexadione (35.2 g) in 400 ml acetic acid was refluxed for 48 hours, stripped of solvent, slurried in methylene chloride and filtered. The filtrate was washed with saturated sodium bicarbonate solution, dried and stripped to yield N-(2,5-dimethylpyrrol-1-yl)-phthalimide (98%). The reactants are CS(=O)C1=CC=C(C=C1)C=1N=C2N(C1C1=CC=NC=C1)CCC2 (2-(4-methylsulfinylphenyl)3 (4-pyridyl)-6,7-dihydro [5H]-pyrrolo[1,2-a]-imidazole), C(=O)(O)[O-].[Na+] (NaHCO3), FC(C(=O)OC(C(F)(F)F)=O)(F)F (trifluoroacetic anhydride), solution, O([Na])C.CO (NaOCH3 MeOH). Solvent: CO (methanol), C(Cl)Cl (methylene chloride), O (water), C(Cl)Cl (methylene chloride). Conditions: time 3 hour. Product: SC1=CC=C(C=C1)C=1N=C2N(C1C1=CC=NC=C1)CCC2 (2-(4-Mercaptophenyl)-3 (4-pyridyl)-6,7 dihydro [5H]pyrrolo [1,2-a]imidazole). The yield is 67.7%. RXN SMILES: C[S:2]([C:4]1[CH:9]=[CH:8][C:7]([C:10]2[N:11]=[C:12]3[CH2:23][CH2:22][CH2:21][N:13]3[C:14]=2[C:15]2[CH:20]=[CH:19][N:18]=[CH:17][CH:16]=2)=[CH:6][CH:5]=1)=O.FC(F)(F)C(OC(=O)C(F)(F)F)=O.O(C)[Na].CO.C([O-])(O)=O.[Na+]>C(Cl)Cl.CO.O>[SH:2][C:4]1[CH:5]=[CH:6][C:7]([C:10]2[N:11]=[C:12]3[CH2:23][CH2:22][CH2:21][N:13]3[C:14]=2[C:15]2[CH:20]=[CH:19][N:18]=[CH:17][CH:16]=2)=[CH:8][CH:9]=1 |f:2.3,4.5|. Procedure details: To 5 q (15.5 mmole) of 2-(4-methylsulfinylphenyl)3 (4-pyridyl)-6,7-dihydro [5H]-pyrrolo[1,2-a]-imidazole prepared as in Example 4 dissolved in 100 ml methylene chloride and cooled to 0° was added 9.7 q (46.4 mmole, 6.5 ml) of trifluoroacetic anhydride in 25 ml of methylene chloride. The mixture was heated to reflux for 1 hour. The reaction mixture was stripped on the rotovap, then treated with water, and extracted with methylene chloride. The extract was washed with 3N NaHCO3 and saturated NaCl ...